This data is from the Open Reaction Database (ORD), a public repository of structured organic reaction records. The task is: describe an organic reaction: reactants, conditions, products, and yield Reactants: CC(C)COC(=O)Cl, CN1CCOCC1, CS(=O)(=O)c1ccc(C(CC2CCCC2)C(=O)Nc2ncc(C(=O)O)s2)cc1, [NH4+], C1CCOC1, [OH-], O. Yields the product CS(=O)(=O)c1ccc(C(CC2CCCC2)C(=O)Nc2ncc(C(N)=O)s2)cc1. RXN SMILES: [CH2:36]([O:37][C:38]([Cl:39])=[O:40])[CH:41]([CH3:42])[CH3:43].[CH3:29][N:30]1[CH2:31][CH2:32][O:33][CH2:34][CH2:35]1.[CH:1]1([CH2:6][CH:7]([C:8](=[O:9])[NH:10][c:11]2[s:12][c:13]([C:16](=[O:17])[OH:18])[cH:14][n:15]2)[c:19]2[cH:20][cH:21][c:22]([S:25](=[O:26])(=[O:27])[CH3:28])[cH:23][cH:24]2)[CH2:2][CH2:3][CH2:4][CH2:5]1.[NH4+:44].[O:46]1[CH2:47][CH2:48][CH2:49][CH2:50]1.[OH-:45].[OH2:51]>>[CH:1]1([CH2:6][CH:7]([C:8](=[O:9])[NH:10][c:11]2[s:12][c:13]([C:16](=[O:17])[NH2:30])[cH:14][n:15]2)[c:19]2[cH:20][cH:21][c:22]([S:25](=[O:26])(=[O:27])[CH3:28])[cH:23][cH:24]2)[CH2:2][CH2:3][CH2:4][CH2:5]1. As a reaction SMILES: P(Cl)(Cl)([Cl:3])=O.[C:6]([O:10][C:11]([CH2:13][O:14][N:15]=[C:16]([C:20]1[N:21]=[CH:22][S:23][CH:24]=1)[C:17]([OH:19])=O)=[O:12])([CH3:9])([CH3:8])[CH3:7].[CH3:25][N+:26]([CH3:29])=[CH:27][Cl:28].[Cl-].C[Si](C)(C)NC(=O)C.Cl.[NH2:40][CH:41]1[C:65](=[O:66])[N:43]2[C:44]([C:49]([O:51]C(C3C=CC=CC=3)C3C=CC=CC=3)=[S:50])=[C:45]([CH3:48])[CH2:46][S:47][C@H:42]12>C(OCC)(=O)C.O.CN(C)C=O>[CH3:25][N+:26]([CH3:29])=[CH:27][Cl:28].[Cl-:3].[C:6]([O:10][C:11]([CH2:13][O:14][N:15]=[C:16]([C:20]1[N:21]=[CH:22][S:23][CH:24]=1)[C:17]([NH:40][CH:41]1[C:65](=[O:66])[N:43]2[C:44]([C:49]([O-:51])=[S:50])=[C:45]([CH3:48])[CH2:46][S:47][C@H:42]12)=[O:19])=[O:12])([CH3:7])([CH3:8])[CH3:9] |f:2.3,5.6,10.11|. Run in O (Water), C(C)(=O)OCC (ethyl acetate), C(C)(=O)OCC (ethyl acetate), C(C)(=O)OCC (ethyl acetate), CN(C=O)C (dimethylformamide). Starting materials: C(C)(C)(C)OC(=O)CON=C(C(=O)O)C=1N=CSC1 (2-(t-Butoxycarbonylmethoxyimino)-2-(4-thiazolyl)acetic acid), C[N+](=CCl)C.[Cl-] (Vilsmeier reagent), C[Si](NC(C)=O)(C)C (N-(trimethylsilyl)acetamide), Cl.NC1[C@@H]2N(C(=C(CS2)C)C(=S)OC(C2=CC=CC=C2)C2=CC=CC=C2)C1=O (benzhydryl 7-amino-3-methylthio-3-cephem-4-carboxylate hydrochloride), P(=O)(Cl)(Cl)Cl (phosphorus oxychloride). Procedure details: Vilsmeier reagent was prepared from phosphorus oxychloride (1.3 g) and dimethylformamide (0.6 g) in ethyl acetate (2.4 ml) in a usual manner. 2-(t-Butoxycarbonylmethoxyimino)-2-(4-thiazolyl)acetic acid (syn isomer) (2.0 g) was added to the stirred suspension of Vilsmeier reagent in ethyl acetate (20 ml) under ice cooling and stirred for 20 minutes at same temperature to produced an activated solution. N-(trimethylsilyl)acetamide (5.8 g) was added to the stirred suspension of benzhydryl 7-amino-3... The product is C[N+](=CCl)C.[Cl-] (Vilsmeier reagent), C(C)(C)(C)OC(=O)CON=C(C(=O)NC1[C@@H]2N(C(=C(CS2)C)C(=S)[O-])C1=O)C=1N=CSC1 (7-[2-(t-butoxycarbonylmethoxyimino)-2-(4-thiazolyl)acetamido]-3-methylthio-3 -cephem-4-carboxylate). Run at time 20 minute.